Dataset: the Open Reaction Database (ORD), a public repository of structured organic reaction records. Task: describe an organic reaction: reactants, conditions, products, and yield Starting materials: FC1=CC=C(CC2(CCNCC2)O)C=C1 (4-(4-fluoro-benzyl)-piperidin-4-ol), C(C1=CC=CC=C1)OC=1C=CC2=C(CC(O2)CBr)C1 (5-benzyloxy-2-(RS)-bromomethyl-2,3-dihydro-benzofuran). Product: FC1=CC=C(CC2(CCN(CC2)CC2OC3=C(C2)C=C(C=C3)OCC3=CC=CC=C3)O)C=C1 ((RS)-4-(4-Fluoro-benzyl)-1-(5-benzyloxy-2 3-dihydro-benzofuran-2-ylmethyl)-piperidin-4-ol). As a reaction SMILES: [F:1][C:2]1[CH:15]=[CH:14][C:5]([CH2:6][C:7]2([OH:13])[CH2:12][CH2:11][NH:10][CH2:9][CH2:8]2)=[CH:4][CH:3]=1.[CH2:16]([O:23][C:24]1[CH:25]=[CH:26][C:27]2[O:31][CH:30]([CH2:32]Br)[CH2:29][C:28]=2[CH:34]=1)[C:17]1[CH:22]=[CH:21][CH:20]=[CH:19][CH:18]=1>>[F:1][C:2]1[CH:3]=[CH:4][C:5]([CH2:6][C:7]2([OH:13])[CH2:8][CH2:9][N:10]([CH2:32][CH:30]3[CH2:29][C:28]4[CH:34]=[C:24]([O:23][CH2:16][C:17]5[CH:22]=[CH:21][CH:20]=[CH:19][CH:18]=5)[CH:25]=[CH:26][C:27]=4[O:31]3)[CH2:11][CH2:12]2)=[CH:14][CH:15]=1. Procedure details: The title compound MS: m/e=448.6 (M+H+) was prepared from 4-(4-fluoro-benzyl)-piperidin-4-ol and 5-benzyloxy-2-(RS)-bromomethyl-2,3-dihydro-benzofuran. Reactants: FC1(CCC(CC1)CNC(OC(C)(C)C)=O)F (tert-Butyl [(4,4-difluorocyclohexyl)methyl]carbamate), Cl.CC(=O)O (HCl AcOH). The product is Cl.FC1(CCC(CC1)CN)F ([(4,4-Difluorocyclohexyl)methyl]amine hydrochloride). RXN SMILES: [F:1][C:2]1([F:17])[CH2:7][CH2:6][CH:5]([CH2:8][NH:9]C(=O)OC(C)(C)C)[CH2:4][CH2:3]1.[ClH:18].CC(O)=O>>[ClH:18].[F:1][C:2]1([F:17])[CH2:7][CH2:6][CH:5]([CH2:8][NH2:9])[CH2:4][CH2:3]1 |f:1.2,3.4|. Reported procedure: tert-Butyl [(4,4-difluorocyclohexyl)methyl]carbamate (505 mg, 2.03 mmol) was stirred in 5 mL of 1M HCl/AcOH at rt for 2 h. The solvent was evaporated. The residue was washed with ether, filtered and dried. Yield: 330 mg (88%). 1H NMR (400 MHz, METHANOL-D4): δ 1.28-1.40 (m, 2H), 1.71-1.82 (m, 2H), 1.84 (d, J=3.12 Hz, 2H), 1.86-1.89 (m, 1H), 2.03-2.15 (m, 2H), 2.85 (d, J=7.03 Hz, 2H). Reactants: CS(C)=O, Cc1ccc(-c2nccc3c(CCl)cccc23)cc1, N#C[Na], O. The product is Cc1ccc(-c2nccc3c(CC#N)cccc23)cc1. Reaction SMILES: [CH3:24][S:25]([CH3:26])=[O:27].[CH3:4][c:5]1[cH:6][cH:7][c:8](-[c:11]2[n:12][cH:13][cH:14][c:15]3[c:16]([CH2:21][Cl:22])[cH:17][cH:18][cH:19][c:20]23)[cH:9][cH:10]1.[Na:1][C:2]#[N:3].[OH2:23]>>[C:2](#[N:3])[CH2:21][c:16]1[c:15]2[cH:14][cH:13][n:12][c:11](-[c:8]3[cH:7][cH:6][c:5]([CH3:4])[cH:10][cH:9]3)[c:20]2[cH:19][cH:18][cH:17]1. Starting materials: ClC1=NC=NC2=CC(=CC=C12)Cl (4,7-dichloroquinazoline), ClC1=CC=C(NC)C=C1 (p-chloro-N-methylaniline). Solvent: C(C)O (ethanol). Product: ClC1=CC=C2C(=NC=NC2=C1)N(C1=CC=C(C=C1)Cl)C (7-Chloro-4-(4'-chloro-N-methylanilino)quinazoline), Cl (hydrochloride). RXN SMILES: [Cl:1][C:2]1[C:11]2[C:6](=[CH:7][C:8]([Cl:12])=[CH:9][CH:10]=2)[N:5]=[CH:4][N:3]=1.[Cl:13][C:14]1[CH:21]=[CH:20][C:17]([NH:18][CH3:19])=[CH:16][CH:15]=1>C(O)C>[Cl:12][C:8]1[CH:7]=[C:6]2[C:11]([C:2]([N:18]([CH3:19])[C:17]3[CH:20]=[CH:21][C:14]([Cl:13])=[CH:15][CH:16]=3)=[N:3][CH:4]=[N:5]2)=[CH:10][CH:9]=1.[ClH:1]. Reported procedure: 2.5 g of 4,7-dichloroquinazoline and 2.2 g of p-chloro-N-methylaniline were added to 10 ml of ethanol and then the mixture was heated. The mixture became a homogeneous solution which solidified soon after. After cooling, the solidified crystals were collected and recrystallized from ethanol to give the desired compound in the form of its hydrochloride (Compound No. 68). The crystals of hydrochloride were crushed and added to a dilute aqueous solution of sodium hydroxide, with stirring, to precip... Reactants: COc1ccc(S(=O)(=O)Cl)c(OC)c1, CN(C)C=O, [H-], CCOc1ncccc1C1(N)C(=O)Nc2cc(F)c(C#N)cc21, [Na+]. The product is CCOc1ncccc1C1(N)C(=O)N(S(=O)(=O)c2ccc(OC)cc2OC)c2cc(F)c(C#N)cc21. Reaction SMILES: [CH3:26][O:27][c:28]1[c:29]([S:36](=[O:37])(=[O:38])[Cl:39])[cH:30][cH:31][c:32]([O:34][CH3:35])[cH:33]1.[CH3:40][N:41]([CH3:42])[CH:43]=[O:44].[H-:1].[NH2:3][C:4]1([c:17]2[c:18]([O:23][CH2:24][CH3:25])[n:19][cH:20][cH:21][cH:22]2)[C:5](=[O:16])[NH:6][c:7]2[cH:8][c:9]([F:15])[c:10]([C:13]#[N:14])[cH:11][c:12]21.[Na+:2]>>[NH2:3][C:4]1([c:17]2[c:18]([O:23][CH2:24][CH3:25])[n:19][cH:20][cH:21][cH:22]2)[C:5](=[O:16])[N:6]([S:36]([c:29]2[c:28]([O:27][CH3:26])[cH:33][c:32]([O:34][CH3:35])[cH:31][cH:30]2)(=[O:37])=[O:38])[c:7]2[cH:8][c:9]([F:15])[c:10]([C:13]#[N:14])[cH:11][c:12]21.